This data is from the Open Reaction Database (ORD), a public repository of structured organic reaction records. The task is: describe an organic reaction: reactants, conditions, products, and yield The reactants are C(C=C)N=C=O (allyl isocyanate), COC=1C=C2C(=CC=NC2=CC1OC)OC1=CC=C(C=C1)N (6,7-Dimethoxy-4-(4-aminophenoxy)quinoline), O (Water). The solvent is CN(C=O)C (N,N-dimethylformamide). Reaction conditions: temperature 80 celsius, time 15 hour. The product is C(C=C)NC(=O)NC1=CC=C(C=C1)OC1=CC=NC2=CC(=C(C=C12)OC)OC (N-Allyl-N'-{4-[(6,7-dimethoxy-4-quinolyl)oxy]phenyl}urea). Yield: 96.0%. RXN SMILES: [CH3:1][O:2][C:3]1[CH:4]=[C:5]2[C:10](=[CH:11][C:12]=1[O:13][CH3:14])[N:9]=[CH:8][CH:7]=[C:6]2[O:15][C:16]1[CH:21]=[CH:20][C:19]([NH2:22])=[CH:18][CH:17]=1.[CH2:23]([N:26]=[C:27]=[O:28])[CH:24]=[CH2:25].O>CN(C)C=O>[CH2:23]([NH:26][C:27]([NH:22][C:19]1[CH:18]=[CH:17][C:16]([O:15][C:6]2[C:5]3[C:10](=[CH:11][C:12]([O:13][CH3:14])=[C:3]([O:2][CH3:1])[CH:4]=3)[N:9]=[CH:8][CH:7]=2)=[CH:21][CH:20]=1)=[O:28])[CH:24]=[CH2:25]. Reported procedure: 6,7-Dimethoxy-4-(4-aminophenoxy)quinoline (50 mg) was dissolved in N,N-dimethylformamide (5 ml), allyl isocyanate (0.2 ml) was added, and the admixture was stirred at 80° C. for 15 hours with heat. Water was added to the reaction mixture, the admixture was extracted 2 times with ethyl acetate, and the organic layer was washed with brine and then dried with anhydrous sodium sulfate. The solvent was removed by reduced-pressure distillation and the resulting residue was purified by column chromatog...